From a dataset of the Open Reaction Database (ORD), a public repository of structured organic reaction records. describe an organic reaction: reactants, conditions, products, and yield The reactants are CS(=O)(=O)OS(C)(=O)=O, CCN(C(C)C)C(C)C, ClCCl, N#Cc1ccccc1N1CCNCC1, OCc1cc2ccccc2s1. Product: N#Cc1ccccc1N1CCN(Cc2cc3ccccc3s2)CC1. As a reaction SMILES: [CH3:12][S:13]([O:14][S:15]([CH3:16])(=[O:17])=[O:18])(=[O:19])=[O:20].[CH:21]([N:22]([CH2:23][CH3:24])[CH:25]([CH3:26])[CH3:27])([CH3:28])[CH3:29].[Cl:44][CH2:45][Cl:46].[N:30]1([c:36]2[c:37]([C:38]#[N:39])[cH:40][cH:41][cH:42][cH:43]2)[CH2:31][CH2:32][NH:33][CH2:34][CH2:35]1.[s:1]1[c:2]([CH2:10][OH:11])[cH:3][c:4]2[c:5]1[cH:6][cH:7][cH:8][cH:9]2>>[s:1]1[c:2]([CH2:10][N:33]2[CH2:32][CH2:31][N:30]([c:36]3[c:37]([C:38]#[N:39])[cH:40][cH:41][cH:42][cH:43]3)[CH2:35][CH2:34]2)[cH:3][c:4]2[c:5]1[cH:6][cH:7][cH:8][cH:9]2.